Dataset: the Open Reaction Database (ORD), a public repository of structured organic reaction records. Task: describe an organic reaction: reactants, conditions, products, and yield The reactants are C([O-])(O)=O.[Na+] (sodium bicarbonate), [I-].C[P+](C1=CC=CC=C1)(C1=CC=CC=C1)C1=CC=CC=C1 (Methyl triphenylphosphonium iodide), C(C)SC1=C(C=CC=C1)C=O (2-(ethylsulfanyl)benzenecarbaldehyde), CC(C)([O-])C.[K+] (potassium tert-butoxide). Run in CCOCC (ether). Run at time 10 minute. The product is C(C)SC1=C(C=CC=C1)C=C (1-(ethylsulfanyl)-2-vinylbenzene). Reaction SMILES: [I-].[CH3:2][P+](C1C=CC=CC=1)(C1C=CC=CC=1)C1C=CC=CC=1.CC(C)([O-])C.[K+].[CH2:28]([S:30][C:31]1[CH:36]=[CH:35][CH:34]=[CH:33][C:32]=1[CH:37]=O)[CH3:29].C(=O)(O)[O-].[Na+]>CCOCC>[CH2:28]([S:30][C:31]1[CH:36]=[CH:35][CH:34]=[CH:33][C:32]=1[CH:37]=[CH2:2])[CH3:29] |f:0.1,2.3,5.6|. Procedure details: Methyl triphenylphosphonium iodide (1.57 g, 3.88 mmol) was dissolved in 25 mL ether in a 50 mL round-bottomed flask under dry nitrogen. To the mixture was added in one portion at 0° C. potassium tert-butoxide (0.47 g, 4.19 mmol) and it was stirred for 10 min at room temperature. 2-(ethylsulfanyl)benzenecarbaldehyde (2.77 mmol) was added in one portion at 0° C. and the reaction mixture was stirred until complete disappearance of the reactants (22 hr) at room temperature (followed by TLC). The mix...